This data is from the Open Reaction Database (ORD), a public repository of structured organic reaction records. The task is: describe an organic reaction: reactants, conditions, products, and yield Starting materials: Cl (hydrochloric acid), CC1(C(CC(C2=CC(=CC=C12)C)(C)C)C)C (1,1,2,4,4,6-hexamethyl-1,2,3,4-tetrahydronaphthalene), C(C)(=O)Cl (acetyl chloride), [Cl-].[Al+3].[Cl-].[Cl-] (aluminum chloride). Solvent: ClC(C)Cl (dichloroethane). Reaction conditions: time 1 hour. Yields the product C(C)(=O)C1=C(C=C2C(CC(C(C2=C1)(C)C)C)(C)C)C (7-acetyl-1,1,2,4,4,6-hexamethyl-1,2,3,4-tetrahydronaphthalene). The yield is 77.3%. RXN SMILES: [CH3:1][C:2]1([CH3:16])[C:11]2[C:6](=[CH:7][C:8]([CH3:12])=[CH:9][CH:10]=2)[C:5]([CH3:14])([CH3:13])[CH2:4][CH:3]1[CH3:15].[C:17](Cl)(=[O:19])[CH3:18].[Cl-].[Al+3].[Cl-].[Cl-].Cl>ClC(Cl)C>[C:17]([C:9]1[CH:10]=[C:11]2[C:6]([C:5]([CH3:14])([CH3:13])[CH2:4][CH:3]([CH3:15])[C:2]2([CH3:16])[CH3:1])=[CH:7][C:8]=1[CH3:12])(=[O:19])[CH3:18] |f:2.3.4.5|. Procedure: To a solution 1,1,2,4,4,6-hexamethyl-1,2,3,4-tetrahydronaphthalene (21.0 g; 0.097 mol) and acetyl chloride (8.0 g; 0.102 mol) in dichloroethane (60 g), anhydrous aluminum chloride (14.9 g; 0.112 mol) was added, and the resulting mixture was stirred at room temperature for 1 hour. The reaction mixture was treated with dilute hydrochloric acid. The organic layer was separated, washed with dilute hydrochloric acid, saturated sodium carbonate solution and saturated sodium chloride solution, dried an... As a reaction SMILES: [CH3:9][O:10][c:11]1[c:12]([O:28][CH3:29])[cH:13][cH:14][c:15]2[c:16]1[C:17](=[O:27])[N:18]1[CH:19]([C:20](=[O:22])[NH:21]2)[CH2:23][CH:24]([OH:26])[CH2:25]1.[O:36]=[CH:37][N:38]([CH3:39])[CH3:40].[OH2:35].[Si:1]([CH3:2])([CH3:3])([C:4]([CH3:5])([CH3:6])[CH3:7])[Cl:8].[nH:30]1[cH:31][cH:32][n:33][cH:34]1>>[Si:1]([CH3:2])([CH3:3])([C:4]([CH3:5])([CH3:6])[CH3:7])[O:26][CH:24]1[CH2:23][CH:19]2[N:18]([C:17](=[O:27])[c:16]3[c:11]([O:10][CH3:9])[c:12]([O:28][CH3:29])[cH:13][cH:14][c:15]3[NH:21][C:20]2=[O:22])[CH2:25]1. Reactants: COc1ccc2c(c1OC)C(=O)N1CC(O)CC1C(=O)N2, CN(C)C=O, O, CC(C)(C)[Si](C)(C)Cl, c1c[nH]cn1. The product is COc1ccc2c(c1OC)C(=O)N1CC(O[Si](C)(C)C(C)(C)C)CC1C(=O)N2. The reactants are CC(C)CC(C=O)N(C)C(=O)OC(C)(C)C, CCOC(C)=O, NCCCC(c1ccc(F)cc1)c1ccc(F)cc1. Yields the product CC(C)CC(CNCCCC(c1ccc(F)cc1)c1ccc(F)cc1)N(C)C(=O)OC(C)(C)C. Reaction SMILES: [C:20]([CH3:21])([CH3:22])([CH3:23])[O:24][C:25]([N:26]([CH3:27])[CH:28]([CH2:29][CH:30]([CH3:31])[CH3:32])[CH:33]=[O:34])=[O:35].[CH3:36][CH2:37][O:38][C:39]([CH3:40])=[O:41].[F:1][c:2]1[cH:3][cH:4][c:5]([CH:8]([CH2:9][CH2:10][CH2:11][NH2:12])[c:13]2[cH:14][cH:15][c:16]([F:19])[cH:17][cH:18]2)[cH:6][cH:7]1>>[F:1][c:2]1[cH:3][cH:4][c:5]([CH:8]([CH2:9][CH2:10][CH2:11][NH:12][CH2:33][CH:28]([N:26]([C:25]([O:24][C:20]([CH3:21])([CH3:22])[CH3:23])=[O:35])[CH3:27])[CH2:29][CH:30]([CH3:31])[CH3:32])[c:13]2[cH:14][cH:15][c:16]([F:19])[cH:17][cH:18]2)[cH:6][cH:7]1. Product: COC(CC1=C(C=C(C=C1)NC1=NC=CC=C1N)C)=O ([4-(3-Amino-pyridin-2-ylamino)-2-methyl-phenyl]-acetic acid methyl ester). Reaction SMILES: [CH3:1][O:2][C:3](=[O:22])[CH2:4][C:5]1[CH:10]=[CH:9][C:8]([NH:11][C:12]2[C:17]([N+:18]([O-])=O)=[CH:16][CH:15]=[CH:14][N:13]=2)=[CH:7][C:6]=1[CH3:21]>[Ni]>[CH3:1][O:2][C:3](=[O:22])[CH2:4][C:5]1[CH:10]=[CH:9][C:8]([NH:11][C:12]2[C:17]([NH2:18])=[CH:16][CH:15]=[CH:14][N:13]=2)=[CH:7][C:6]=1[CH3:21]. Reagents/catalysts: [Ni] (Ni). Procedure details: A suspension of 2.2 g of [2-methyl-4-(3-nitro-pyridin-2-ylamino)-phenyl]-acetic acid methyl ester and 220 mg of Raney Ni is stirred for 6.5 hours at rt under a hydrogen atmosphere. The mixture obtained is filtered through a pad of celite and concentrated. [4-(3-Amino-pyridin-2-ylamino)-2-methyl-phenyl]-acetic acid methyl ester is obtained. ES-MS: 272.1 [M+H]+; tR=2.53 min (System 1). Run at time 6.5 hour. Reactants: COC(CC1=C(C=C(C=C1)NC1=NC=CC=C1[N+](=O)[O-])C)=O ([2-methyl-4-(3-nitro-pyridin-2-ylamino)-phenyl]-acetic acid methyl ester). Starting materials: [Cl-], O=C(Cl)C1(c2cc(F)ccc2F)CC1, NC1=c2ccsc2=NCN1c1ccc(N)cc1. Product: NC1=c2ccsc2=NCN1c1ccc(NC(=O)C2(c3cc(F)ccc3F)CC2)cc1. As a reaction SMILES: [Cl-:15].[F:1][c:2]1[c:3]([C:9]2([C:12](=[O:13])[Cl:14])[CH2:10][CH2:11]2)[cH:4][c:5]([F:8])[cH:6][cH:7]1.[NH2:16][C:17]1=[c:18]2[c:19]([s:30][cH:31][cH:32]2)=[N:20][CH2:21][N:22]1[c:23]1[cH:24][cH:25][c:26]([NH2:29])[cH:27][cH:28]1>>[F:1][c:2]1[c:3]([C:9]2([C:12](=[O:13])[NH:29][c:26]3[cH:25][cH:24][c:23]([N:22]4[C:17]([NH2:16])=[c:18]5[c:19]([s:30][cH:31][cH:32]5)=[N:20][CH2:21]4)[cH:28][cH:27]3)[CH2:10][CH2:11]2)[cH:4][c:5]([F:8])[cH:6][cH:7]1. Reactants: COc1ccc([N+](=O)[O-])cc1O, CN(C)C=O, CN(C)CCCl, Cl, [H-], N#N, [Na+]. The product is COc1ccc([N+](=O)[O-])cc1OCCN(C)C. As a reaction SMILES: [CH3:1][O:2][c:3]1[c:4]([OH:12])[cH:5][c:6]([N+:9](=[O:10])[O-:11])[cH:7][cH:8]1.[CH3:24][N:25]([CH3:26])[CH:27]=[O:28].[Cl:14][CH2:15][CH2:16][N:17]([CH3:18])[CH3:19].[ClH:13].[H-:21].[N:22]#[N:23].[Na+:20]>>[CH3:1][O:2][c:3]1[c:4]([O:12][CH2:15][CH2:16][N:17]([CH3:18])[CH3:19])[cH:5][c:6]([N+:9](=[O:10])[O-:11])[cH:7][cH:8]1.